Dataset: the Open Reaction Database (ORD), a public repository of structured organic reaction records. Task: describe an organic reaction: reactants, conditions, products, and yield Starting materials: C[O-], ClCCN1CCOCC1, Cl, [I-], O=[N+]([O-])c1ncc[nH]1, [Na+], [Na+], CN(C)C=O. Yields the product O=[N+]([O-])c1nccn1CCN1CCOCC1. As a reaction SMILES: [CH3:21][O-:22].[Cl:10][CH2:11][CH2:12][N:13]1[CH2:14][CH2:15][O:16][CH2:17][CH2:18]1.[ClH:9].[I-:20].[N+:1](=[O:2])([O-:3])[c:4]1[nH:5][cH:6][cH:7][n:8]1.[Na+:19].[Na+:23].[O:24]=[CH:25][N:26]([CH3:27])[CH3:28]>>[N+:1](=[O:2])([O-:3])[c:4]1[n:5]([CH2:11][CH2:12][N:13]2[CH2:14][CH2:15][O:16][CH2:17][CH2:18]2)[cH:6][cH:7][n:8]1. Reactants: CC(=O)OC(C)=O, Oc1cccc2ncccc12, c1ccncc1. Product: CC(=O)Oc1cccc2ncccc12. Reaction SMILES: [CH3:12][C:13](=[O:14])[O:15][C:16](=[O:17])[CH3:18].[OH:1][c:2]1[c:3]2[cH:4][cH:5][cH:6][n:7][c:8]2[cH:9][cH:10][cH:11]1.[cH:19]1[cH:20][cH:21][n:22][cH:23][cH:24]1>>[O:1]([c:2]1[c:3]2[cH:4][cH:5][cH:6][n:7][c:8]2[cH:9][cH:10][cH:11]1)[C:13]([CH3:12])=[O:14]. The reactants are CCCCCCCCCC=CCCCNc1ccc(C(C)C(=O)O)cc1, Cc1ccccc1, OCC(O)CO. Yields the product CCCCCCCCCC=CCCCNc1ccc(C(C)C(=O)OCC(O)CO)cc1. Reaction SMILES: [CH2:1]([CH2:2][CH2:3][CH:4]=[CH:5][CH2:6][CH2:7][CH2:8][CH2:9][CH2:10][CH2:11][CH2:12][CH2:13][CH3:14])[NH:15][c:16]1[cH:17][cH:18][c:19]([CH:22]([C:23](=[O:24])[OH:25])[CH3:26])[cH:20][cH:21]1.[CH3:33][c:34]1[cH:35][cH:36][cH:37][cH:38][cH:39]1.[OH:27][CH2:28][CH:29]([OH:30])[CH2:31][OH:32]>>[CH2:1]([CH2:2][CH2:3][CH:4]=[CH:5][CH2:6][CH2:7][CH2:8][CH2:9][CH2:10][CH2:11][CH2:12][CH2:13][CH3:14])[NH:15][c:16]1[cH:17][cH:18][c:19]([CH:22]([C:23](=[O:24])[O:25][CH2:31][CH:29]([CH2:28][OH:27])[OH:30])[CH3:26])[cH:20][cH:21]1.